Dataset: the Open Reaction Database (ORD), a public repository of structured organic reaction records. Task: describe an organic reaction: reactants, conditions, products, and yield The reactants are IC (Iodomethane), C(C=C)OC(=O)N1C[C@H](C[C@H]1C(C=1N=CN2C1SC=C2)O)SC=2[C@@H]([C@H]1N(C2C(=O)OCC=C)C([C@@H]1[C@@H](C)O)=O)C (allyl(1R,5S,6S)-2-[(3S,5S)-1-allyloxycarbonyl-5-[1-hydroxy-1-(imidazo[5,1-b]thiazol-7-yl)methyl]pyrrolidin-3-yl]thio-6-((1R)-1-hydroxyethyl)-1-methylcarbapen-2-em-3-carboxylate). Reaction conditions: time 12 hour. Yields the product [I-].C(C=C)OC(=O)N1C[C@H](C[C@H]1C(C=1N(C=[N+]2C1SC=C2)C)O)SC=2[C@@H]([C@H]1N(C2C(=O)OCC=C)C([C@@H]1[C@@H](C)O)=O)C (allyl(1R,5S,6S)-2-[(3S,5S)-1-allyloxycarbonyl-5-[1-hydroxy-1-(6-methylimidazo[5,1-b]thiazolium-7-yl)methyl]pyrrolidin-3-yl]thio-6-((1R)-1-hydroxyethyl)-1-methylcarbapen-2-em-3-carboxylate iodide). Isolated yield 93.8%. RXN SMILES: [I:1][CH3:2].[CH2:3]([O:6][C:7]([N:9]1[C@H:13]([CH:14]([OH:23])[C:15]2[N:16]=[CH:17][N:18]3[CH:22]=[CH:21][S:20][C:19]=23)[CH2:12][C@H:11]([S:24][C:25]2[C@H:26]([CH3:42])[C@@H:27]3[C@@H:37]([C@H:38]([OH:40])[CH3:39])[C:36](=[O:41])[N:28]3[C:29]=2[C:30]([O:32][CH2:33][CH:34]=[CH2:35])=[O:31])[CH2:10]1)=[O:8])[CH:4]=[CH2:5]>>[I-:1].[CH2:3]([O:6][C:7]([N:9]1[C@H:13]([CH:14]([OH:23])[C:15]2[N:16]([CH3:2])[CH:17]=[N+:18]3[CH:22]=[CH:21][S:20][C:19]=23)[CH2:12][C@H:11]([S:24][C:25]2[C@H:26]([CH3:42])[C@@H:27]3[C@@H:37]([C@H:38]([OH:40])[CH3:39])[C:36](=[O:41])[N:28]3[C:29]=2[C:30]([O:32][CH2:33][CH:34]=[CH2:35])=[O:31])[CH2:10]1)=[O:8])[CH:4]=[CH2:5] |f:2.3|. Reported procedure: Iodomethane (2.13 g) is added to 177 mg of allyl(1R,5S,6S)-2-[(3S,5S)-1-allyloxycarbonyl-5-[1-hydroxy-1-(imidazo[5,1-b]thiazol-7-yl)methyl]pyrrolidin-3-yl]thio-6-((1R)-1-hydroxyethyl)-1-methylcarbapen-2-em-3-carboxylate prepared in Example 14-b), and the mixture is stirred in an argon atmosphere in a light-shielded state at room temperature for 12 hr. The excess reagent is removed by evaporation under reduced pressure. The residue is purified by column chromatography on Sephadex LH-20 (dichlorom... Reactants: BrCC1=CC=C(C=C1)OC1=CC=CC=C1 (1-(bromomethyl)-4-phenoxybenzene), COC=1C=C2C=C(N=C(C2=CC1OC)C)O (6,7-dimethoxy-1-methylisoquinolin-3-ol), COC=1C=C2C=C(N=C(C2=CC1OC)C)O (6,7-Dimethoxy-1-methylisoquinolin-3-ol), [OH-].[K+] (KOH). The solvent is O (H2O), CCOC(=O)C (EtOAc), C1(=CC=CC=C1)C (toluene). Run at temperature 140 celsius, time 50 minute. The product is COC=1C=C2C(=C(N=C(C2=CC1OC)C)O)CC1=CC=C(C=C1)OC1=CC=CC=C1 (6,7-dimethoxy-1-methyl-4-(4-phenoxybenzyl)isoquinolin-3-ol). Reaction SMILES: [CH3:1][O:2][C:3]1[CH:4]=[C:5]2[C:10](=[CH:11][C:12]=1[O:13][CH3:14])[C:9]([CH3:15])=[N:8][C:7]([OH:16])=[CH:6]2.[OH-].[K+].Br[CH2:20][C:21]1[CH:26]=[CH:25][C:24]([O:27][C:28]2[CH:33]=[CH:32][CH:31]=[CH:30][CH:29]=2)=[CH:23][CH:22]=1>C1(C)C=CC=CC=1.O.CCOC(C)=O>[CH3:1][O:2][C:3]1[CH:4]=[C:5]2[C:10](=[CH:11][C:12]=1[O:13][CH3:14])[C:9]([CH3:15])=[N:8][C:7]([OH:16])=[C:6]2[CH2:20][C:21]1[CH:26]=[CH:25][C:24]([O:27][C:28]2[CH:29]=[CH:30][CH:31]=[CH:32][CH:33]=2)=[CH:23][CH:22]=1 |f:1.2|. Reported procedure: To a solution of 6,7-dimethoxy-1-methylisoquinolin-3-ol CCH 18060 (152 mg, 693 μmol) in toluene (15 mL) in a 20 mL microwave vial equipped with a magnetic stirrer was added a 2 N aq. KOH solution (0.38 mL, 0.76 mmol) at RT followed by 1-(bromomethyl)-4-phenoxybenzene (191 mg, 726 μmol) and the mixture was stirred at 140° C. for 50 min under microwave irradiation then at 160° C. for 50 min under microwave irradiation. After cooling to RT, the mixture was diluted with H2O (10 mL) before extraction... Reactants: Intermediate I, FC(OC=1C=C(N)C=CC1)(F)F (3-(trifluoromethoxy)aniline), BrC=1C=CC=2N(C1)C=C(N2)C(=O)OCC (ethyl 6-bromoimidazo[1,2-a]pyridine-2-carboxylate). Product: BrC=1C=CC=2N(C1)C=C(N2)C(=O)NC2=CC(=CC=C2)OC(F)(F)F (6-Bromo-N-(3-(trifluoromethoxy)phenyl)imidazo[1,2-a]pyridine-2-carboxamide). As a reaction SMILES: [F:1][C:2]([F:12])([F:11])[O:3][C:4]1[CH:5]=[C:6]([CH:8]=[CH:9][CH:10]=1)[NH2:7].[Br:13][C:14]1[CH:15]=[CH:16][C:17]2[N:18]([CH:20]=[C:21]([C:23](OCC)=[O:24])[N:22]=2)[CH:19]=1>>[Br:13][C:14]1[CH:15]=[CH:16][C:17]2[N:18]([CH:20]=[C:21]([C:23]([NH:7][C:6]3[CH:8]=[CH:9][CH:10]=[C:4]([O:3][C:2]([F:11])([F:12])[F:1])[CH:5]=3)=[O:24])[N:22]=2)[CH:19]=1. Reported procedure: The title compound was prepared by essentially following the same procedures described for Intermediate I, using 3-(trifluoromethoxy)aniline and ethyl 6-bromoimidazo[1,2-a]pyridine-2-carboxylate as starting materials. Reactants: CC(C)(C)OC(=O)N1CCC(Cc2ccccc2)(NC(=O)c2cnc(C#N)nc2NCC2CCC3(CC2)CC3)CC1, CCOC(C)=O, CC(C)I, ClCCl, O=C(O)C(F)(F)F, [K+], [K+], O=C([O-])[O-]. The product is CC(C)N1CCC(Cc2ccccc2)(NC(=O)c2cnc(C#N)nc2NCC2CCC3(CC2)CC3)CC1. RXN SMILES: [C:1]([O:2][C:3](=[O:4])[N:8]1[CH2:9][CH2:10][C:11]([NH:14][C:15](=[O:16])[c:17]2[c:18]([NH:25][CH2:26][CH:27]3[CH2:28][CH2:29][C:30]4([CH2:31][CH2:32]4)[CH2:33][CH2:34]3)[n:19][c:20]([C:23]#[N:24])[n:21][cH:22]2)([CH2:35][c:36]2[cH:37][cH:38][cH:39][cH:40][cH:41]2)[CH2:12][CH2:13]1)([CH3:5])([CH3:6])[CH3:7].[CH3:62][CH2:63][O:64][C:65]([CH3:66])=[O:67].[CH:55]([CH3:56])([CH3:57])[I:58].[Cl:59][CH2:60][Cl:61].[F:42][C:43]([F:44])([F:45])[C:46]([OH:47])=[O:48].[K+:49].[K+:50].[O-:51][C:52]([O-:53])=[O:54]>>[N:8]1([CH:55]([CH3:56])[CH3:57])[CH2:9][CH2:10][C:11]([NH:14][C:15](=[O:16])[c:17]2[c:18]([NH:25][CH2:26][CH:27]3[CH2:28][CH2:29][C:30]4([CH2:31][CH2:32]4)[CH2:33][CH2:34]3)[n:19][c:20]([C:23]#[N:24])[n:21][cH:22]2)([CH2:35][c:36]2[cH:37][cH:38][cH:39][cH:40][cH:41]2)[CH2:12][CH2:13]1. Starting materials: C1(CCCCC1)C1=CC=C2CCCC(C2=C1)=O (7-cyclohexyl-1-tetralone), C[O-].[Na+] (sodium methoxide), C(OC)(OC)=O (dimethyl carbonate). Product: C1(CCCCC1)C1=CC=C2CCC(C(C2=C1)=O)C(=O)OC (methyl 7-cyclohexyl-1-tetralone-2-carboxylate). The yield is 74.0%. RXN SMILES: [CH:1]1([C:7]2[CH:16]=[C:15]3[C:10]([CH2:11][CH2:12][CH2:13][C:14]3=[O:17])=[CH:9][CH:8]=2)[CH2:6][CH2:5][CH2:4][CH2:3][CH2:2]1.C[O-].[Na+].[C:21](=O)([O:24]C)[O:22][CH3:23]>>[CH:1]1([C:7]2[CH:16]=[C:15]3[C:10]([CH2:11][CH2:12][CH:13]([C:21]([O:22][CH3:23])=[O:24])[C:14]3=[O:17])=[CH:9][CH:8]=2)[CH2:2][CH2:3][CH2:4][CH2:5][CH2:6]1 |f:1.2|. Procedure details: A mixture of 7-cyclohexyl-1-tetralone (9.4 g), sodium methoxide (8.9 g) and dimethyl carbonate (65 ml) was refluxed for 30 minutes in a nitrogen gas stream. After the reaction mixture was cooled, the resulting crystals were collected by filtration and suspended in ethyl acetate (250 ml), followed by addition of 6N HCl (50 ml). The organic layer was collected, while the aqueous layer was extracted with ethyl acetate. The extract was combined with the organic layer, successively washed with water ... Starting materials: C(O)C1=C(C(=CC=C1C)O)CO (bis-methylol para cresol), C(O)C1=C(C(=CC=C1C)O)CO (BMPC), [N+](=O)(O)[O-] (nitric acid). The solvent is O (water). The product is [N+](=O)([O-])C=1C=C(C=C(C1O)CO)C (6-nitro-2-methylol p-cresol). Isolated yield 80.0%. As a reaction SMILES: C([C:3]1[C:8]([CH3:9])=[CH:7][CH:6]=[C:5]([OH:10])[C:4]=1[CH2:11][OH:12])O.[N+:13]([O-])([OH:15])=[O:14]>O>[N+:13]([C:6]1[CH:7]=[C:8]([CH3:9])[CH:3]=[C:4]([CH2:11][OH:12])[C:5]=1[OH:10])([O-:15])=[O:14]. Reported procedure: The 6-nitro-2-methylol p-cresol was prepared by charging 134.3 grams of bis-methylol para cresol (BMPC) (assay: 97.9%, melting point: 124.5 to 126.5° C.), and 3000 grams of deionized water into a 5 liter, wide mouth beaker and stirring to achieve a colloidal suspension of the BMPC before 200 grams of concentrated nitric acid was added in 30 minutes as the temperature was maintained between 20 and 30° C. The mixture was mixed an additional 24 hours at room temperature before a Buchner funnel filt... Reactants: S(O)(O)(=O)=O (sulphuric acid), O (water), C(C)OCC (Diethyl ether), OCCCCCCCC1C(C(CC1C=CC(CCCCC)=O)OC1OCCCC1)O (2-(7-hydroxyheptyl)-3-(3-oxooct-1-enyl)-5-(2-tetrahydropyranyloxy)cyclopentanol). The reagents and catalysts are [O-2].[O-2].[O-2].[Cr+6] (Chromium trioxide). The solvent is CN(C=O)C (dimethylformamide), CN(C=O)C (dimethylformamide). Reaction conditions: time 90 minute. Yields the product O=C1C(C(CC1OC1OCCCC1)C=CC(CCCCC)=O)CCCCCCC(=O)O (7-[2-oxo-5-(3-oxooct-1-enyl)-3-(2-tetrahydropyranyloxy)cyclopentyl]heptanoic acid). RXN SMILES: [OH:1][CH2:2][CH2:3][CH2:4][CH2:5][CH2:6][CH2:7][CH2:8][CH:9]1[CH:13]([CH:14]=[CH:15][C:16](=[O:22])[CH2:17][CH2:18][CH2:19][CH2:20][CH3:21])[CH2:12][CH:11]([O:23][CH:24]2[CH2:29][CH2:28][CH2:27][CH2:26][O:25]2)[CH:10]1[OH:30].S(=O)(=O)(O)[OH:32].C(OCC)C.O>CN(C)C=O.[O-2].[O-2].[O-2].[Cr+6]>[O:30]=[C:10]1[CH:11]([O:23][CH:24]2[CH2:29][CH2:28][CH2:27][CH2:26][O:25]2)[CH2:12][CH:13]([CH:14]=[CH:15][C:16](=[O:22])[CH2:17][CH2:18][CH2:19][CH2:20][CH3:21])[CH:9]1[CH2:8][CH2:7][CH2:6][CH2:5][CH2:4][CH2:3][C:2]([OH:32])=[O:1] |f:5.6.7.8|. Procedure: Chromium trioxide (4.0 g.) (dried over phosphorus pentoxide) was added portionwise to a stirred solution of 2-(7-hydroxyheptyl)-3-(3-oxooct-1-enyl)-5-(2-tetrahydropyranyloxy)cyclopentanol [2.12 g.; prepared as described in Example 2(f)] in dry dimethylformamide (30 ml.), while maintaining the temperature at between 5° and 15° C. A solution of concentrated sulphuric acid (1.4 ml.) in dimethylformamide (40 ml.) was then added and the mixture was stirred at between 5° and 15° C. for a further 90 mi...